From a dataset of the Open Reaction Database (ORD), a public repository of structured organic reaction records. describe an organic reaction: reactants, conditions, products, and yield Starting materials: C(C)(C)(C)OC([C@H](CNC(C1=CC=C(C=C1)OC[C@H](C)NC(=O)OC(C)(C)C)=O)NS(=O)(=O)C1=CC=CC=C1)=O (4-[2(S)-(N-BOC-Amino)propyloxy]benzoyl-2(S)-phenylsulfonylamino-β-alanine tert-butyl ester), Cl (HCl). Solvent: O1CCOCC1 (dioxane). Yields the product Cl.N[C@H](COC1=CC=C(C(=O)NC[C@@H](C(=O)O)NS(=O)(=O)C2=CC=CC=C2)C=C1)C (4-[2(S)-Aminopropyloxy]benzoyl-2(S)-phenylsulfonylamino-β-alanine HCl). Reaction SMILES: C([O:5][C:6](=[O:40])[C@@H:7]([NH:30][S:31]([C:34]1[CH:39]=[CH:38][CH:37]=[CH:36][CH:35]=1)(=[O:33])=[O:32])[CH2:8][NH:9][C:10](=[O:29])[C:11]1[CH:16]=[CH:15][C:14]([O:17][CH2:18][C@@H:19]([NH:21]C(OC(C)(C)C)=O)[CH3:20])=[CH:13][CH:12]=1)(C)(C)C.[ClH:41]>O1CCOCC1>[ClH:41].[NH2:21][C@@H:19]([CH3:20])[CH2:18][O:17][C:14]1[CH:15]=[CH:16][C:11]([C:10]([NH:9][CH2:8][C@H:7]([NH:30][S:31]([C:34]2[CH:39]=[CH:38][CH:37]=[CH:36][CH:35]=2)(=[O:33])=[O:32])[C:6]([OH:40])=[O:5])=[O:29])=[CH:12][CH:13]=1 |f:3.4|. Reported procedure: 22-5 (545 mg, 0.94 mmol) in 6N HCl (25 mL) and dioxane (25 mL) was stirred overnight at ambient temperature. Concentration followed by trituration with ether gave 22-6 as a colorless solid.